describe an organic reaction: reactants, conditions, products, and yield From a dataset of the Open Reaction Database (ORD), a public repository of structured organic reaction records. Reactants: BrBr (Bromine), C(CC(=O)OC)(=O)OCC1=CC=CC=C1 (benzyl methyl malonate). The solvent is C(Cl)(Cl)(Cl)Cl (carbon tetrachloride). Product: BrC(C(=O)OCC1=CC=CC=C1)C(=O)OC (Benzyl methyl bromomalonate). Isolated yield 97.5%. RXN SMILES: [Br:1]Br.[C:3]([O:10][CH2:11][C:12]1[CH:17]=[CH:16][CH:15]=[CH:14][CH:13]=1)(=[O:9])[CH2:4][C:5]([O:7][CH3:8])=[O:6]>C(Cl)(Cl)(Cl)Cl>[Br:1][CH:4]([C:5]([O:7][CH3:8])=[O:6])[C:3]([O:10][CH2:11][C:12]1[CH:13]=[CH:14][CH:15]=[CH:16][CH:17]=1)=[O:9]. Reported procedure: Bromine (17.6 g, 0.11 mol) was added to a stirred solution of benzyl methyl malonate (20.8 g, 0.10 mol) in carbon tetrachloride. After 30 minutes the solvent was removed under reduced pressure to give 28 g of product (85% pure by gc, containing 7% benzyl methyl malonate) which was used without further purification. Starting materials: CC(C)(C)OC(=O)Nc1ccc(-c2cc(=O)cc(N3CCOCC3)o2)cc1, ClCCl, O=C(O)C(F)(F)F. RXN SMILES: [C:1]([O:2][C:3](=[O:4])[NH:7][c:8]1[cH:9][cH:10][c:11](-[c:14]2[o:15][c:16]([N:21]3[CH2:22][CH2:23][O:24][CH2:25][CH2:26]3)[cH:17][c:18](=[O:20])[cH:19]2)[cH:12][cH:13]1)([CH3:5])([CH3:6])[CH3:27].[Cl:35][CH2:36][Cl:37].[OH:28][C:29]([C:30]([F:31])([F:32])[F:33])=[O:34]>>[NH2:7][c:8]1[cH:9][cH:10][c:11](-[c:14]2[o:15][c:16]([N:21]3[CH2:22][CH2:23][O:24][CH2:25][CH2:26]3)[cH:17][c:18](=[O:20])[cH:19]2)[cH:12][cH:13]1. Product: Nc1ccc(-c2cc(=O)cc(N3CCOCC3)o2)cc1. Reactants: ClCc1cc(Cl)nc(Cl)n1, [F-], [K+], O=S1(=O)CCCC1. Product: Fc1cc(CCl)nc(Cl)n1. Reaction SMILES: [Cl:1][CH2:2][c:3]1[n:4][c:5]([Cl:10])[n:6][c:7]([Cl:9])[cH:8]1.[F-:11].[K+:12].[S:13]1(=[O:18])(=[O:19])[CH2:14][CH2:15][CH2:16][CH2:17]1>>[Cl:1][CH2:2][c:3]1[n:4][c:5]([Cl:10])[n:6][c:7]([F:11])[cH:8]1.